Dataset: the Open Reaction Database (ORD), a public repository of structured organic reaction records. Task: describe an organic reaction: reactants, conditions, products, and yield The reactants are ClC1=NC(=NC2=CC=CC=C12)C (4-chloro-2-methyl-quinazoline), CN(C1=NC=C(C=C1)N)C (2-dimethylamino-5-amino-pyridine), C(C)(=O)[O-].[Na+] (sodium acetate). Product: CN(C1=NC=C(C=C1)NC1=NC(=NC2=CC=CC=C12)C)C ((2-Dimethylamino-pyridine-5-yl)-(2-methyl-quinazolin-4-yl)-amine). As a reaction SMILES: Cl[C:2]1[C:11]2[C:6](=[CH:7][CH:8]=[CH:9][CH:10]=2)[N:5]=[C:4]([CH3:12])[N:3]=1.[CH3:13][N:14]([CH3:22])[C:15]1[CH:20]=[CH:19][C:18]([NH2:21])=[CH:17][N:16]=1.C([O-])(=O)C.[Na+]>>[CH3:13][N:14]([CH3:22])[C:15]1[CH:20]=[CH:19][C:18]([NH:21][C:2]2[C:11]3[C:6](=[CH:7][CH:8]=[CH:9][CH:10]=3)[N:5]=[C:4]([CH3:12])[N:3]=2)=[CH:17][N:16]=1 |f:2.3|. Procedure details: To a solution of 2-dimethylamino-5-nitropyridine (334 mg, 2 mmol) in 100 ml of methanol was added 5% Pd/C (100 mg, 0.94 mmol). The reaction mixture was hydrogenated under 45 psi at room temperature for 2 h, then it was filtered through a layer of celite (2.5 in d×2 in h) and washed with additional methanol (25 ml). The organic filtrate was concentrated to yield 200 mg (73%) of 2-dimethylamino-5-amino-pyridine as dark brown sticky solids. The title compound was prepared from 4-chloro-2-methyl-qui... Reactants: COC1=C(COCCCOC2=CC=C(C=C2)C2C(CN(CC2)C(=O)OC(C)(C)C)OCCOS(=O)(=O)C2=CC=C(C=C2)C)C=CC=C1 (tert-butyl 4-{4-[3-(2-methoxybenzyloxy)propoxy]phenyl}-3-[2-(toluene-4-sulphonyloxy)ethoxy]piperidine-1-carboxylate), OC1=C2COC(C2=CC=C1)=O (4-hydroxy-3H-isobenzofuran-1-one). Yields the product COC1=C(COCCCOC2=CC=C(C=C2)C2C(CN(CC2)C(=O)OC(C)(C)C)OCCOC2=C3COC(C3=CC=C2)=O)C=CC=C1 (tert-Butyl 4-{4-[3-(2-methoxybenzyloxy)propoxy]phenyl}-3-[2-(1-oxo-1,3-dihydroisobenzofuran-4-yloxy)ethoxy]piperidine-1-carboxylate). Reaction SMILES: [CH3:1][O:2][C:3]1[CH:47]=[CH:46][CH:45]=[CH:44][C:4]=1[CH2:5][O:6][CH2:7][CH2:8][CH2:9][O:10][C:11]1[CH:16]=[CH:15][C:14]([CH:17]2[CH2:22][CH2:21][N:20]([C:23]([O:25][C:26]([CH3:29])([CH3:28])[CH3:27])=[O:24])[CH2:19][CH:18]2[O:30][CH2:31][CH2:32][O:33]S(C2C=CC(C)=CC=2)(=O)=O)=[CH:13][CH:12]=1.O[C:49]1[CH:57]=[CH:56][CH:55]=[C:54]2[C:50]=1[CH2:51][O:52][C:53]2=[O:58]>>[CH3:1][O:2][C:3]1[CH:47]=[CH:46][CH:45]=[CH:44][C:4]=1[CH2:5][O:6][CH2:7][CH2:8][CH2:9][O:10][C:11]1[CH:12]=[CH:13][C:14]([CH:17]2[CH2:22][CH2:21][N:20]([C:23]([O:25][C:26]([CH3:29])([CH3:27])[CH3:28])=[O:24])[CH2:19][CH:18]2[O:30][CH2:31][CH2:32][O:33][C:49]2[CH:57]=[CH:56][CH:55]=[C:54]3[C:50]=2[CH2:51][O:52][C:53]3=[O:58])=[CH:15][CH:16]=1. Procedure: Analogously to Method G, 0.210 g of tert-butyl 4-{4-[3-(2-methoxybenzyloxy)propoxy]phenyl}-3-[2-(toluene-4-sulphonyloxy)ethoxy]piperidine-1-carboxylate (Example 14b) and 0.094 g of 4-hydroxy-3H-isobenzofuran-1-one are reacted. The title compound is obtained as a white solid. Rf=0.32 (1:1 EtOAc-heptane); Rt=5.84. Procedure details: A solution of (S)-3-[4-(4,4,5,5-tetramethyl-[1,3,2]dioxaborolan-2-yl)-pyrazol-1-yl]-pyrrolidine-1-carboxylic acid tert-butyl ester (0.0804 g, 0.221 mmol), 5-bromo-3-(5-chloro-8-fluoroisoquinolin-3-yl)-pyridin-2-ylamine (0.065 g, 0.18 mmol), potassium carbonate (0.0815 g, 0.590 mmol), and Pd(PPh3)4 (0.015 g, 0.013 mmol) in previously degassed DME/Water (4:1) (2.05 mL) was placed in a microwave tube and evacuated and charged with N2 (2×). The reaction mixture was heated in the microwave reactor to... Run at temperature 100 celsius, time 16 hour. Product: Cl.Cl.Cl.ClC1=C2C=C(N=CC2=C(C=C1)F)C=1C(=NC=C(C1)C=1C=NN(C1)[C@@H]1CNCC1)N (3-(5-Chloro-8-fluoroisoquinolin-3-yl)-5-((S)-1-pyrrolidin-3-yl-1H-pyrazol-4-yl)-pyridin-2-ylamine trihydrochloride). The reagents and catalysts are C=1C=CC(=CC1)[P](C=2C=CC=CC2)(C=3C=CC=CC3)[Pd]([P](C=4C=CC=CC4)(C=5C=CC=CC5)C=6C=CC=CC6)([P](C=7C=CC=CC7)(C=8C=CC=CC8)C=9C=CC=CC9)[P](C=1C=CC=CC1)(C=1C=CC=CC1)C=1C=CC=CC1 (Pd(PPh3)4). Starting materials: ( 76/24 ), Cl (HCl), C(C)(C)(C)OC(=O)N1C[C@H](CC1)N1N=CC(=C1)B1OC(C(O1)(C)C)(C)C ((S)-3-[4-(4,4,5,5-tetramethyl-[1,3,2]dioxaborolan-2-yl)-pyrazol-1-yl]-pyrrolidine-1-carboxylic acid tert-butyl ester), BrC=1C=C(C(=NC1)N)C=1N=CC2=C(C=CC(=C2C1)Cl)F (5-bromo-3-(5-chloro-8-fluoroisoquinolin-3-yl)-pyridin-2-ylamine), C([O-])([O-])=O.[K+].[K+] (potassium carbonate). RXN SMILES: C(OC([N:8]1[CH2:12][CH2:11][C@H:10]([N:13]2[CH:17]=[C:16](B3OC(C)(C)C(C)(C)O3)[CH:15]=[N:14]2)[CH2:9]1)=O)(C)(C)C.Br[C:28]1[CH:29]=[C:30]([C:35]2[N:36]=[CH:37][C:38]3[C:43]([CH:44]=2)=[C:42]([Cl:45])[CH:41]=[CH:40][C:39]=3[F:46])[C:31]([NH2:34])=[N:32][CH:33]=1.C(=O)([O-])[O-].[K+].[K+].[ClH:53]>C(Cl)Cl.CCOCC.C1C=CC([P]([Pd]([P](C2C=CC=CC=2)(C2C=CC=CC=2)C2C=CC=CC=2)([P](C2C=CC=CC=2)(C2C=CC=CC=2)C2C=CC=CC=2)[P](C2C=CC=CC=2)(C2C=CC=CC=2)C2C=CC=CC=2)(C2C=CC=CC=2)C2C=CC=CC=2)=CC=1.COCCOC.O>[ClH:45].[ClH:53].[ClH:45].[Cl:45][C:42]1[CH:41]=[CH:40][C:39]([F:46])=[C:38]2[C:43]=1[CH:44]=[C:35]([C:30]1[C:31]([NH2:34])=[N:32][CH:33]=[C:28]([C:16]3[CH:15]=[N:14][N:13]([C@H:10]4[CH2:11][CH2:12][NH:8][CH2:9]4)[CH:17]=3)[CH:29]=1)[N:36]=[CH:37]2 |f:2.3.4,9.10,11.12.13.14,^1:65,67,86,105|. Solvent: CCOCC (Et2O), COCCOC.O (DME Water), C(Cl)Cl (DCM). Starting materials: C(#N)[BH3-].[Na+] (Sodium cyanoborohydride), Cl (HCl), [N+](=O)([O-])C1=CC=C(C=C1)C(C)=O (4′-nitroacetophenone), C(C)(=O)[O-].[NH4+] (ammonium acetate). Solvent: CO (MeOH). Run at time 20 minute. Product: [N+](=O)([O-])C1=CC=C(C=C1)C(C)N (1-(4-Nitrophenyl)ethanamine), solid. Isolated yield 60.0%. As a reaction SMILES: [N+:1]([C:4]1[CH:9]=[CH:8][C:7]([C:10](=O)[CH3:11])=[CH:6][CH:5]=1)([O-:3])=[O:2].C([O-])(=O)C.[NH4+].C([BH3-])#[N:19].[Na+].Cl>CO>[N+:1]([C:4]1[CH:9]=[CH:8][C:7]([CH:10]([NH2:19])[CH3:11])=[CH:6][CH:5]=1)([O-:3])=[O:2] |f:1.2,3.4|. Procedure: A suspension of 4′-nitroacetophenone (5.00 g, 30.3 mmol) and ammonium acetate (28.4 g, 378 mmol) in MeOH (75 mL) was stirred at room temperature for 20 minutes. Sodium cyanoborohydride (1.38 g, 21.2 mmol) was added and the resulting mixture stirred for 48 hours. Aqueous HCl (6 M, 40 mL) was added and the mixture was filtered. The filtrate was washed with Et2O (3×40 mL) then the aqueous phase was basified to pH 10 using KOH. The basified aqueous layer was extracted with DCM (3×30 mL) and the comb... Starting materials: [OH-].[Na+] (sodium hydroxide), [Cl-].[NH4+] (ammonium chloride), [N-]=[N+]=[N-].[Na+] (sodium azide), C(#N)C1=CN(C2=CC=CC=C12)C (3-Cyano(1-methyl-1H-indole)). Run in CN(C)C=O (DMF), O (Water). Run at time 26 hour. The product is CN1C=C(C2=CC=CC=C12)C1=NN=NN1 (5-(1-Methyl-1H-indol-3-yl)tetrazole). Isolated yield 19.5%. RXN SMILES: [C:1]([C:3]1[C:11]2[C:6](=[CH:7][CH:8]=[CH:9][CH:10]=2)[N:5]([CH3:12])[CH:4]=1)#[N:2].[Cl-].[NH4+].[N-:15]=[N+:16]=[N-:17].[Na+].[OH-].[Na+]>CN(C=O)C.O>[CH3:12][N:5]1[C:6]2[C:11](=[CH:10][CH:9]=[CH:8][CH:7]=2)[C:3]([C:1]2[NH:17][N:16]=[N:15][N:2]=2)=[CH:4]1 |f:1.2,3.4,5.6|. Reported procedure: 3-Cyano(1-methyl-1H-indole) (J. Med. Chem. 199, 34, 147) (0.500 g, 3.21 mmol) was dissolved in dry DMF (4 ml) and treated with ammonium chloride (0.214 g, 4.01 mmol) and sodium azide (0.260 g, 4.01 mmol). The mixture was then heated to reflux with stirring. After 26 h, the reaction mixture was allowed to cool and was evaporated under reduced pressure to give a brown oil. Water (15 ml) was added to this residue whereupon it solidified. The mixture was made strongly basic with sodium hydroxide sol... Reactants: C(CCCCCCCCCCCCCCC)(=O)[C@@]1(C[C@H](O)[C@@H](CO)O1)N1C=NC=2C(=O)NC(N)=NC12 (Palmitoyl-2′-deoxyguanosine), BrC=1N([C@H]2[C@H](O)[C@H](O)[C@@H](CO)O2)C=2N=C(NC(C2N1)=O)N (8-bromoguanosine), O.[C@@H]1(C[C@H](O)[C@@H](CO)O1)N1C=NC=2C(=O)NC(N)=NC12 (2′-deoxyguanosine monohydrate). Yields the product C(CCCCCCCCCCCCCCC)(=O)[C@@]1(C[C@H](O)[C@@H](CO)O1)N1C(=NC=2C(=O)NC(N)=NC12)Br (Palmitoyl-8-Bromo-2′-Deoxyguanosine). As a reaction SMILES: [C:1]([C@@:18]1([N:26]2[C:36]3[N:35]=[C:33]([NH2:34])[NH:32][C:30](=[O:31])[C:29]=3[N:28]=[CH:27]2)[O:25][C@H:22]([CH2:23][OH:24])[C@@H:20]([OH:21])[CH2:19]1)(=[O:17])[CH2:2][CH2:3][CH2:4][CH2:5][CH2:6][CH2:7][CH2:8][CH2:9][CH2:10][CH2:11][CH2:12][CH2:13][CH2:14][CH2:15][CH3:16].[Br:37]C1N(C2N=C(N)NC(=O)C=2N=1)[C@@H]1O[C@H](CO)[C@@H](O)[C@H]1O.O.[C@@H]1(N2C3N=C(N)NC(=O)C=3N=C2)O[C@H](CO)[C@@H](O)C1>>[C:1]([C@@:18]1([N:26]2[C:36]3[N:35]=[C:33]([NH2:34])[NH:32][C:30](=[O:31])[C:29]=3[N:28]=[C:27]2[Br:37])[O:25][C@H:22]([CH2:23][OH:24])[C@@H:20]([OH:21])[CH2:19]1)(=[O:17])[CH2:2][CH2:3][CH2:4][CH2:5][CH2:6][CH2:7][CH2:8][CH2:9][CH2:10][CH2:11][CH2:12][CH2:13][CH2:14][CH2:15][CH3:16] |f:2.3|. Procedure details: This compound was prepared using the procedure for Palmitoyl-2′-deoxyguanosine, substituting the appropriate amount of 8-bromoguanosine for 2′-deoxyguanosine monohydrate.